From a dataset of the Open Reaction Database (ORD), a public repository of structured organic reaction records. describe an organic reaction: reactants, conditions, products, and yield Reactants: C(C)(=O)NC1=CC=CC=C1 (acetanilide), IC1=CC=C(C=C1)C1=CC=C(C=C1)I (4,4′-diiodobiphenyl), C([O-])([O-])=O.[K+].[K+] (potassium carbonate), CCCCCCCCCCCC (n-dodecane). Reagents/catalysts: [Cu] (copper). Yields the product IC1=CC=C(C=C1)C1=C(C=CC=C1)N(C1=CC=CC=C1)C(C)=O (N-(4′-iodobiphenylyl)acetanilide). The yield is 64.9%. As a reaction SMILES: [C:1]([NH:4][C:5]1[CH:10]=[CH:9][CH:8]=[CH:7][CH:6]=1)(=[O:3])[CH3:2].I[C:12]1[CH:17]=[CH:16][C:15]([C:18]2[CH:23]=[CH:22][C:21]([I:24])=[CH:20][CH:19]=2)=[CH:14][CH:13]=1.C(=O)([O-])[O-].[K+].[K+].CCCCCCCCCCCC>[Cu]>[I:24][C:21]1[CH:22]=[CH:23][C:18]([C:15]2[CH:16]=[CH:17][CH:12]=[CH:13][C:14]=2[N:4]([C:1](=[O:3])[CH3:2])[C:5]2[CH:10]=[CH:9][CH:8]=[CH:7][CH:6]=2)=[CH:19][CH:20]=1 |f:2.3.4|. Procedure details: There were mixed 20.3 g (0.15 mole) of acetanilide, 73.1 g (0.18 mole) of 4,4′-diiodobiphenyl, 22.1 g (0.16 mole) of anhydrous potassium carbonate, 2.16 g (0.034 mole) of copper powder and 35 ml of n-dodecane, followed by reaction at 190 to 205° C. for 10 hours. The reaction product was extracted with 200 ml of toluene, and the insoluble matter was removed by filtration. Then, the filtrate was concentrated to dryness. The resulting solid matter was purified by column chromatography (carrier: sil... Starting materials: C#CC(=O)OCC, CCOC(=O)C=CN(C1CCCCC1)C1CCCCC1, Cc1ccccc1, C1CCC(NC2CCCCC2)CC1, [Cl-], ClCCl, O=C(O)c1cc(F)c(F)c(F)c1F, CN(N)C=O. Product: CCOC(=O)C(=CNN(C)C=O)C(=O)c1cc(F)c(F)c(F)c1F. Reaction SMILES: [CH2:14]([CH3:15])[O:16][C:17]([C:18]#[CH:19])=[O:20].[CH2:21]([O:22][C:23](=[O:24])[CH:25]=[CH:26][N:27]([CH:28]1[CH2:29][CH2:30][CH2:31][CH2:32][CH2:33]1)[CH:34]1[CH2:35][CH2:36][CH2:37][CH2:38][CH2:39]1)[CH3:40].[CH3:60][c:61]1[cH:62][cH:63][cH:64][cH:65][cH:66]1.[CH:1]1([NH:2][CH:3]2[CH2:4][CH2:5][CH2:6][CH2:7][CH2:8]2)[CH2:9][CH2:10][CH2:11][CH2:12][CH2:13]1.[Cl-:41].[Cl:67][CH2:68][Cl:69].[F:42][c:43]1[c:44]([C:45](=[O:46])[OH:47])[cH:48][c:49]([F:54])[c:50]([F:53])[c:51]1[F:52].[NH2:55][N:56]([CH:57]=[O:58])[CH3:59]>>[CH2:14]([CH3:15])[O:16][C:17]([C:18](=[CH:19][NH:55][N:56]([CH:57]=[O:58])[CH3:59])[C:45]([c:44]1[c:43]([F:42])[c:51]([F:52])[c:50]([F:53])[c:49]([F:54])[cH:48]1)=[O:46])=[O:20]. Starting materials: C(C)(C)(C)OC(=O)N1CCC2=C([C@@](C1)(C1=CC=C(C=C1)O)C(N)=O)C=C(C(=C2Cl)CC)CC ((R)-3-t-butyloxycarbonyl-6-chloro-7,8-diethylcarbamyl-1-(4'-hydroxyphenyl) 2,3,4,5-tetrahydro-1H-3-benzazepine), Cl (hydrogen chloride). The solvent is C(C)(=O)OCC (ethyl acetate). Reaction conditions: time 72 hour. Yields the product Cl.ClC1=C(C(=CC=2[C@@](CNCCC21)(C2=CC=C(C=C2)O)C(N)=O)CC)CC ((R)-6-chloro-7,8-diethycarbamoyl-1-(4-hydroxyphenyl)-2,3,4,5-tetrahydro-1H 3-benzazepine hydrochloride). Reaction SMILES: C(OC([N:8]1[CH2:14][C@@:13]([C:22](=[O:24])[NH2:23])([C:15]2[CH:20]=[CH:19][C:18]([OH:21])=[CH:17][CH:16]=2)[C:12]2[CH:25]=[C:26]([CH2:32][CH3:33])[C:27]([CH2:30][CH3:31])=[C:28]([Cl:29])[C:11]=2[CH2:10][CH2:9]1)=O)(C)(C)C.Cl>C(OCC)(=O)C>[ClH:29].[Cl:29][C:28]1[C:11]2[CH2:10][CH2:9][NH:8][CH2:14][C@@:13]([C:22](=[O:24])[NH2:23])([C:15]3[CH:16]=[CH:17][C:18]([OH:21])=[CH:19][CH:20]=3)[C:12]=2[CH:25]=[C:26]([CH2:32][CH3:33])[C:27]=1[CH2:30][CH3:31] |f:3.4|. Procedure details: A solution of 14.3 g(0.03 moles) of (R)-3-t-butyloxycarbonyl-6-chloro-7,8-diethylcarbamyl-1-(4'-hydroxyphenyl) 2,3,4,5-tetrahydro-1H-3-benzazepine, in 100 ml of ethyl acetate at 25° C. was treated with 50 ml of ethereal hydrogen chloride under argon atmosphere. After stirring for 72 hours, the reaction mixture was concentrated under reduced pressure and chased with 200 ml. of dry toluene. The resulting residue was triturated with 00 ml of ethyl acetate to give (R)-6-chloro-7,8-diethycarbamoyl-1-...